This data is from the Open Reaction Database (ORD), a public repository of structured organic reaction records. The task is: describe an organic reaction: reactants, conditions, products, and yield Starting materials: C(C1=CC=CC=C1)OC=1C=CC2=C(C(=C(O2)C(CC(C)C)NC2=CC=C(C=C2)C(=O)N(CCC(=O)OCC)C)C)C1 (Ethyl 3-[{[4-({1-[5-(benzyloxy)-3-methyl-1-benzofuran-2-yl]-3-methylbutyl}amino)phenyl]carbonyl}(methyl)amino]propanoate), C(C1=CC=CC=C1)OC=1C=CC2=C(C(=C(O2)C(CC(C)C)NC2=CC=C(C=C2)C(=O)N(CCC(=O)OCC)C)C)C1 (ethyl 3-[{[4-({1-[5-(benzyloxy)-3-methyl-1-benzofuran-2-yl]-3-methylbutyl}amino)phenyl]carbonyl}(methyl)amino]propanoate), [OH-].[Na+] (sodium hydroxide). Solvent: C(C)O (ethanol). Run at time 0.5 hour. Product: C(C1=CC=CC=C1)OC=1C=CC2=C(C(=C(O2)C(CC(C)C)NC2=CC=C(C=C2)C(=O)N(CCC(=O)O)C)C)C1 (3-[{[4-({1-[5-(benzyloxy)-3-methyl-1-benzofuran-2-yl]-3-methylbutyl}amino)phenyl]carbonyl}(methyl)amino]propanoic acid). Reaction SMILES: [CH2:1]([O:8][C:9]1[CH:10]=[CH:11][C:12]2[O:16][C:15]([CH:17]([NH:22][C:23]3[CH:28]=[CH:27][C:26]([C:29]([N:31]([CH3:39])[CH2:32][CH2:33][C:34]([O:36]CC)=[O:35])=[O:30])=[CH:25][CH:24]=3)[CH2:18][CH:19]([CH3:21])[CH3:20])=[C:14]([CH3:40])[C:13]=2[CH:41]=1)[C:2]1[CH:7]=[CH:6][CH:5]=[CH:4][CH:3]=1.[OH-].[Na+]>C(O)C>[CH2:1]([O:8][C:9]1[CH:10]=[CH:11][C:12]2[O:16][C:15]([CH:17]([NH:22][C:23]3[CH:24]=[CH:25][C:26]([C:29]([N:31]([CH3:39])[CH2:32][CH2:33][C:34]([OH:36])=[O:35])=[O:30])=[CH:27][CH:28]=3)[CH2:18][CH:19]([CH3:21])[CH3:20])=[C:14]([CH3:40])[C:13]=2[CH:41]=1)[C:2]1[CH:3]=[CH:4][CH:5]=[CH:6][CH:7]=1 |f:1.2|. Procedure: Ethyl 3-[{[4-({1-[5-(benzyloxy)-3-methyl-1-benzofuran-2-yl]-3-methylbutyl}amino)phenyl]carbonyl}(methyl)amino]propanoate (0.46 g) synthesized in the above-mentioned (4) was dissolved in ethanol (5 mL), 1N aqueous sodium hydroxide solution (1.5 mL) was added to the solution at room temperature, and the mixture was stirred at room temperature for 0.5 hr. Ethanol was evaporated under reduced pressure, 1N hydrochloric acid (1.5 mL) was added to the residue, and the mixture was extracted with ethyl a...